Dataset: the Open Reaction Database (ORD), a public repository of structured organic reaction records. Task: describe an organic reaction: reactants, conditions, products, and yield The reactants are CO, Cc1ccc(C(=O)NC2CC2)cc1-c1ccc2c(cnn2C2CCN(C(=O)OC(C)(C)C)CC2)c1, Cl, C1COCCO1. Yields the product Cc1ccc(C(=O)NC2CC2)cc1-c1ccc2c(cnn2C2CCNCC2)c1, Cl. RXN SMILES: [CH3:37][OH:38].[CH:1]1([NH:4][C:5](=[O:6])[c:7]2[cH:8][cH:9][c:10]([CH3:35])[c:11](-[c:13]3[cH:14][c:15]4[cH:16][n:17][n:18]([CH:22]5[CH2:23][CH2:24][N:25]([C:28]([O:29][C:30]([CH3:31])([CH3:32])[CH3:33])=[O:34])[CH2:26][CH2:27]5)[c:19]4[cH:20][cH:21]3)[cH:12]2)[CH2:2][CH2:3]1.[ClH:36].[O:39]1[CH2:40][CH2:41][O:42][CH2:43][CH2:44]1>>[CH:1]1([NH:4][C:5](=[O:6])[c:7]2[cH:8][cH:9][c:10]([CH3:35])[c:11](-[c:13]3[cH:14][c:15]4[cH:16][n:17][n:18]([CH:22]5[CH2:23][CH2:24][NH:25][CH2:26][CH2:27]5)[c:19]4[cH:20][cH:21]3)[cH:12]2)[CH2:2][CH2:3]1.[ClH:36]. The reactants are COc1cc2c(c(OC(C)=O)c1)C1CCC3(C)C(=O)CCC3C1CC2, C=C(C)OC(=O)CC, O, Cc1ccc(S(=O)(=O)O)cc1. Product: CCC(=O)OC1=CCC2C3CCc4cc(OC)cc(OC(C)=O)c4C3CCC12C. Reaction SMILES: [C:1]([CH3:2])(=[O:3])[O:4][c:5]1[cH:6][c:7]([O:24][CH3:25])[cH:8][c:9]2[c:22]1[CH:21]1[CH:12]([CH2:11][CH2:10]2)[CH:13]2[CH2:14][CH2:15][C:16](=[O:23])[C:17]2([CH3:18])[CH2:19][CH2:20]1.[C:26]([CH2:27][CH3:28])(=[O:29])[O:30][C:31]([CH3:32])=[CH2:33].[OH2:34].[c:35]1([CH3:36])[cH:37][cH:38][c:39]([S:40]([OH:41])(=[O:42])=[O:43])[cH:44][cH:45]1>>[C:1]([CH3:2])(=[O:3])[O:4][c:5]1[cH:6][c:7]([O:24][CH3:25])[cH:8][c:9]2[c:22]1[CH:21]1[CH:12]([CH2:11][CH2:10]2)[CH:13]2[CH2:14][CH:15]=[C:16]([O:23][C:26]([CH2:27][CH3:28])=[O:29])[C:17]2([CH3:18])[CH2:19][CH2:20]1. Reactants: O1C2=C(C=CC=3C[C@@H]4[C@@H]5C=C[C@@H]([C@H]1[C@@]5(C23)CCN4C)O)OCOC (4,5α-Epoxy-3-methoxymethoxy-17-methyl-morphinan-7-en-6α-ol), COCC(=O)O (methoxy acetic acid). The reagents and catalysts are CN(C1=CC=NC=C1)C (4-dimethylaminopyridine). Solvent: C(Cl)Cl (CH2Cl2). Conditions: time 2 hour. The product is O1C2=C(C=CC=3C[C@@H]4[C@@H]5C=C[C@@H]([C@H]1[C@@]5(C23)CCN4C)OC(COC)=O)OCOC (4,5α-epoxy-6α-((methoxyacetyl)-oxy)-3-methoxymethoxy-17-methyl-morphinan-7-ene). Reaction SMILES: [O:1]1[C@@H:13]2[C@@:14]34[CH2:16][CH2:17][N:18]([CH3:19])[C@@H:8]([C@@H:9]3[CH:10]=[CH:11][C@@H:12]2[OH:20])[CH2:7][C:6]2=[C:15]4[C:2]1=[C:3]([O:21][CH2:22][O:23][CH3:24])[CH:4]=[CH:5]2.[CH3:25][O:26][CH2:27][C:28](O)=[O:29]>CN(C)C1C=CN=CC=1.C(Cl)Cl>[O:1]1[C@@H:13]2[C@@:14]34[CH2:16][CH2:17][N:18]([CH3:19])[C@@H:8]([C@@H:9]3[CH:10]=[CH:11][C@@H:12]2[O:20][C:28](=[O:29])[CH2:27][O:26][CH3:25])[CH2:7][C:6]2=[C:15]4[C:2]1=[C:3]([O:21][CH2:22][O:23][CH3:24])[CH:4]=[CH:5]2. Procedure details: 4,5α-Epoxy-3-methoxymethoxy-17-methyl-morphinan-7-en-6α-ol (2.0 g, 6.1 mmol) and 4-dimethylaminopyridine (0.8 g, 6.5 mmol) were dissolved in absolute CH2Cl2 (20 ml) and methoxy acetic acid (6.1 mmol) was added dropwise whilst cooling with ice and the resulting mixture was stirred for 2 hours at this temperature. The reaction mixture was poured onto water (50 ml), the organic phase was washed twice more with 30 ml of water and dried over MgSO4. The solvent was evaporated off and the residue separ... The reactants are [N+](=O)([O-])CC(CC(=O)OCC)C1=CSC=C1 (ethyl 4-nitro-3-(thiophen-3-yl)butanoate), [OH-].[Na+] (NaOH), Cl (HCl). The solvent is CO (MeOH). Run at time 8 hour. Product: [N+](=O)([O-])CC(CC(=O)O)C1=CSC=C1 (4-nitro-3-(thiophen-3-yl)butanoic acid). Isolated yield 86.8%. RXN SMILES: [N+:1]([CH2:4][CH:5]([C:12]1[CH:16]=[CH:15][S:14][CH:13]=1)[CH2:6][C:7]([O:9]CC)=[O:8])([O-:3])=[O:2].[OH-].[Na+].Cl>CO>[N+:1]([CH2:4][CH:5]([C:12]1[CH:16]=[CH:15][S:14][CH:13]=1)[CH2:6][C:7]([OH:9])=[O:8])([O-:3])=[O:2] |f:1.2|. Reported procedure: To a solution of ethyl 4-nitro-3-(thiophen-3-yl)butanoate (4.3 g, 18.2 mmol) in MeOH (40 mL) at 0° C. was added 3 N aqueous NaOH (10 mL). The resulting mixture was stirred at room temperature overnight. 2 N HCl was then added to adjust pH to 3˜4 followed by extraction with DCM. The organic extract was washed with brine and dried over anhydrous Na2SO4. After filtration, the solution was concentrated to give the title compound (3.4 g, 87%).